From a dataset of the Open Reaction Database (ORD), a public repository of structured organic reaction records. describe an organic reaction: reactants, conditions, products, and yield Yields the product C(#N)C=1C(NC(=C(C1)C1=CC=C(C=C1)CC(=O)O)C)=O (4-(3-cyano-1,2-dihydro-6-methyl-2-oxopyridin-5-yl)-phenyl acetic acid). The solvent is CN(C=O)C.C(C)O (dimethylformamide ethanol). Reaction SMILES: CN(C)[CH:3]=[C:4]([C:8]1[CH:13]=[CH:12][C:11]([CH2:14][C:15]([O:17]C)=[O:16])=[CH:10][CH:9]=1)[C:5](=O)[CH3:6].[C:20]([CH2:22][C:23]([NH2:25])=[O:24])#[N:21]>CN(C)C=O.C(O)C>[C:20]([C:22]1[C:23](=[O:24])[NH:25][C:5]([CH3:6])=[C:4]([C:8]2[CH:13]=[CH:12][C:11]([CH2:14][C:15]([OH:17])=[O:16])=[CH:10][CH:9]=2)[CH:3]=1)#[N:21] |f:2.3|. Procedure details: 11 g 4-dimethylamino-3-(4-methoxycarbonylmethylphenyl)-3-buten-2-one are reacted with cyanacetamide as described in Example 1. The title compound is obtained (m.p. 280°-282°--from dimethylformamide/ethanol). The reactants are CN(C=C(C(C)=O)C1=CC=C(C=C1)CC(=O)OC)C (4-dimethylamino-3-(4-methoxycarbonylmethylphenyl)-3-buten-2-one), C(#N)CC(=O)N (cyanacetamide). The product is O=c1onc2n1C(CO)CCCC2. RXN SMILES: [BH4-:16].[CH2:18]1[O:19][CH2:20][CH2:21][CH2:22]1.[Li+:17].[O:1]=[c:2]1[o:3][n:4][c:5]2[n:6]1[CH:7]([C:12](=[O:13])[O:14][CH3:15])[CH2:8][CH2:9][CH2:10][CH2:11]2>>[O:1]=[c:2]1[o:3][n:4][c:5]2[n:6]1[CH:7]([CH2:12][OH:13])[CH2:8][CH2:9][CH2:10][CH2:11]2. Reactants: [BH4-], C1CCOC1, [Li+], COC(=O)C1CCCCc2noc(=O)n21.